From a dataset of the Open Reaction Database (ORD), a public repository of structured organic reaction records. describe an organic reaction: reactants, conditions, products, and yield The reactants are B, COc1ccc2c3c(OCC#N)cccc3n(Cc3ccccc3)c2c1, C1CCOC1, CSC, CO. Yields the product COc1ccc2c3c(OCCN)cccc3n(Cc3ccccc3)c2c1. Reaction SMILES: [BH3:30].[CH2:1]([c:2]1[cH:3][cH:4][cH:5][cH:6][cH:7]1)[n:8]1[c:9]2[cH:10][c:11]([O:25][CH3:26])[cH:12][cH:13][c:14]2[c:15]2[c:16]([O:21][CH2:22][C:23]#[N:24])[cH:17][cH:18][cH:19][c:20]12.[CH2:33]1[O:34][CH2:35][CH2:36][CH2:37]1.[CH3:27][S:28][CH3:29].[CH3:31][OH:32]>>[CH2:1]([c:2]1[cH:3][cH:4][cH:5][cH:6][cH:7]1)[n:8]1[c:9]2[cH:10][c:11]([O:25][CH3:26])[cH:12][cH:13][c:14]2[c:15]2[c:16]([O:21][CH2:22][CH2:23][NH2:24])[cH:17][cH:18][cH:19][c:20]12. Starting materials: CCO, Cl, [Na+], C1CCOC1, [OH-], CCOC(=O)CCc1cn(Cc2ccc3cc(OCc4cccnc4)ccc3c2)cc1-c1ccccc1. The product is O=C(O)CCc1cn(Cc2ccc3cc(OCc4cccnc4)ccc3c2)cc1-c1ccccc1. As a reaction SMILES: [CH3:46][CH2:47][OH:48].[ClH:45].[Na+:39].[O:40]1[CH2:41][CH2:42][CH2:43][CH2:44]1.[OH-:38].[c:1]1(-[c:7]2[c:8]([CH2:31][CH2:32][C:33](=[O:34])[O:35][CH2:36][CH3:37])[cH:9][n:10]([CH2:12][c:13]3[cH:14][c:15]4[cH:16][cH:17][c:18]([O:23][CH2:24][c:25]5[cH:26][n:27][cH:28][cH:29][cH:30]5)[cH:19][c:20]4[cH:21][cH:22]3)[cH:11]2)[cH:2][cH:3][cH:4][cH:5][cH:6]1>>[c:1]1(-[c:7]2[c:8]([CH2:31][CH2:32][C:33](=[O:34])[OH:35])[cH:9][n:10]([CH2:12][c:13]3[cH:14][c:15]4[cH:16][cH:17][c:18]([O:23][CH2:24][c:25]5[cH:26][n:27][cH:28][cH:29][cH:30]5)[cH:19][c:20]4[cH:21][cH:22]3)[cH:11]2)[cH:2][cH:3][cH:4][cH:5][cH:6]1. The product is Cn1ncc(NC(=O)c2nc(-c3ccccc3F)ncc2N)c1N1CCC(N)CC(F)(F)C1. The reactants are Cl, Cn1ncc(NC(=O)c2nc(-c3ccccc3F)ncc2N)c1N1CCC(NC(=O)OC(C)(C)C)CC(F)(F)C1, C1COCCO1. RXN SMILES: [ClH:41].[NH2:1][c:2]1[c:3]([C:15](=[O:16])[NH:17][c:18]2[cH:19][n:20][n:21]([CH3:40])[c:22]2[N:23]2[CH2:24][CH2:25][CH:26]([NH:32][C:33](=[O:34])[O:35][C:36]([CH3:37])([CH3:38])[CH3:39])[CH2:27][C:28]([F:30])([F:31])[CH2:29]2)[n:4][c:5](-[c:8]2[c:9]([F:14])[cH:10][cH:11][cH:12][cH:13]2)[n:6][cH:7]1.[O:42]1[CH2:43][CH2:44][O:45][CH2:46][CH2:47]1>>[NH2:1][c:2]1[c:3]([C:15](=[O:16])[NH:17][c:18]2[cH:19][n:20][n:21]([CH3:40])[c:22]2[N:23]2[CH2:24][CH2:25][CH:26]([NH2:32])[CH2:27][C:28]([F:30])([F:31])[CH2:29]2)[n:4][c:5](-[c:8]2[c:9]([F:14])[cH:10][cH:11][cH:12][cH:13]2)[n:6][cH:7]1. Reactants: [OH-].[K+] (potassium hydroxide), ClCC(C1=C(C=CC=C1)OC)O (α-chloromethyl-2-methoxybenzylalcohol), ice water. The solvent is O (water), O1CCOCC1 (dioxane). Run at time 3 hour. Yields the product COC1=C(C=CC=C1)C1OC1 (2-(2-methoxyphenyl)oxirane). The yield is 44.4%. Reaction SMILES: Cl[CH2:2][CH:3]([OH:12])[C:4]1[CH:9]=[CH:8][CH:7]=[CH:6][C:5]=1[O:10][CH3:11].[OH-].[K+]>O1CCOCC1.O>[CH3:11][O:10][C:5]1[CH:6]=[CH:7][CH:8]=[CH:9][C:4]=1[CH:3]1[CH2:2][O:12]1 |f:1.2|. Reported procedure: 1.4 g of α-chloromethyl-2-methoxybenzylalcohol (crude oil) are dissolved in 12 ml of dioxane, and a solution of 840 mg of potassium hydroxide in 5 ml of water is added thereto. The mixture is stirred at room temperature for 3 hours. Then, the reaction mixture is poured into ice-water, and the aqueous mixture is extracted with benzene. The extract is dried and evaporated to remove solvent. 0.5 g of 2-(2-methoxyphenyl)oxirane are obtained as a crude product. Reactants: COc1cc(C(=O)N2CCCC(CCN3CCC(Nc4nc5ccccc5n4Cc4ccc(F)cc4)CC3)(c3ccc(Cl)c(Cl)c3)C2)cc(OC)c1OC, CS(=O)(=O)O, CO, CCOCC, CCOC(C)=O. The product is COc1cc(C(=O)N2CCCC(CCN3CCC(Nc4nc5ccccc5n4Cc4ccc(F)cc4)CC3)(c3ccc(Cl)c(Cl)c3)C2)cc(OC)c1OC, CS(=O)(=O)O. Reaction SMILES: [CH3:1][O:2][c:3]1[cH:4][c:5]([C:6](=[O:7])[N:8]2[CH2:9][C:10]([c:14]3[cH:15][c:16]([Cl:21])[c:17]([Cl:20])[cH:18][cH:19]3)([CH2:22][CH2:23][N:24]3[CH2:25][CH2:26][CH:27]([NH:30][c:31]4[n:32][c:33]5[c:34]([n:35]4[CH2:36][c:37]4[cH:38][cH:39][c:40]([F:43])[cH:41][cH:42]4)[cH:44][cH:45][cH:46][cH:47]5)[CH2:28][CH2:29]3)[CH2:11][CH2:12][CH2:13]2)[cH:48][c:49]([O:53][CH3:54])[c:50]1[O:51][CH3:52].[CH3:55][S:56]([OH:57])(=[O:58])=[O:59].[CH3:60][OH:61].[CH3:62][CH2:63][O:64][CH2:65][CH3:66].[CH3:67][CH2:68][O:69][C:70](=[O:71])[CH3:72]>>[CH3:1][O:2][c:3]1[cH:4][c:5]([C:6](=[O:7])[N:8]2[CH2:9][C:10]([c:14]3[cH:15][c:16]([Cl:21])[c:17]([Cl:20])[cH:18][cH:19]3)([CH2:22][CH2:23][N:24]3[CH2:25][CH2:26][CH:27]([NH:30][c:31]4[n:32][c:33]5[c:34]([n:35]4[CH2:36][c:37]4[cH:38][cH:39][c:40]([F:43])[cH:41][cH:42]4)[cH:44][cH:45][cH:46][cH:47]5)[CH2:28][CH2:29]3)[CH2:11][CH2:12][CH2:13]2)[cH:48][c:49]([O:53][CH3:54])[c:50]1[O:51][CH3:52].[CH3:55][S:56](=[O:57])(=[O:58])[OH:59]. Starting materials: C(C)(=O)O.C(C)(=O)O.I(=O)C1=CC=CC=C1 (iodosobenzene diacetate), C(C)OC(CC(=O)C1CCCC1)=O (3-cyclopentyl-3-oxo-propionic acid ethyl ester), B(F)(F)F.CCOCC (BF3.OEt2). The solvent is CO (MeOH). Run at time 8 hour. Product: COC(C(C(=O)C1CCCC1)OC)=O (3-Cyclopentyl-2-methoxy-3-oxo-propionic acid methyl ester), oil. The yield is 43.0%. RXN SMILES: [C:1](O)(=[O:3])C.C(O)(=O)C.I(C1C=CC=CC=1)=O.B(F)(F)F.CCOCC.[CH2:26]([O:28][C:29](=[O:38])[CH2:30][C:31]([CH:33]1[CH2:37][CH2:36][CH2:35][CH2:34]1)=[O:32])C>CO>[CH3:26][O:28][C:29](=[O:38])[CH:30]([O:3][CH3:1])[C:31]([CH:33]1[CH2:37][CH2:36][CH2:35][CH2:34]1)=[O:32] |f:0.1.2,3.4|. Procedure details: The title compound was prepared using a method analogous to that described in Tetrahedron 1998, 44, 1603-1607: To a suspension of iodosobenzene diacetate (5.2 g, 16.3 mmol) in MeOH (40 mL) was added BF3.OEt2 (2.1 mL, 16.3 mmol). The resulting mixture was added to 3-cyclopentyl-3-oxo-propionic acid ethyl ester (3.0 g, 16.3 mmol) and stirred at rt overnight. The mixture was concentrated to half the total volume, quenched with satd. aq. NaHCO3, and extracted with CHCl3 (2×). The combined organic la...